From a dataset of the Open Reaction Database (ORD), a public repository of structured organic reaction records. describe an organic reaction: reactants, conditions, products, and yield Reactants: C(C)(=O)OCC (ethyl acetate), CC1(CCC=2C(=NN(C2C1)COCC[Si](C)(C)C)C=1N(C2=CC(=CC=C2C1)NC(OCC1=CC=CC=C1)=O)COCC[Si](C)(C)C)C (benzyl (2-{6,6-dimethyl-1-[2-(trimethylsilyl)ethoxymethyl]-4,5,6,7-tetrahydro-1H-indazol-3-yl}-1-[2-(trimethylsilyl)ethoxymethyl]-1H-indol-6-yl)carbamate), [H-].[Na+] (sodium hydride), CI (methyl iodide). Run in O (water), CN(C=O)C (N,N-dimethylformamide). Conditions: time 10 minute. The product is CC1(CCC=2C(=NN(C2C1)COCC[Si](C)(C)C)C=1N(C2=CC(=CC=C2C1)N(C(OCC1=CC=CC=C1)=O)C)COCC[Si](C)(C)C)C (benzyl N-(2-{6,6-dimethyl-1-[2-(trimethylsilyl)ethoxymethyl]-4,5,6,7-tetrahydro-1H-indazol-3-yl}-1-[2-(trimethylsilyl)ethoxymethyl]-1H-indol-6-yl)-N-methylcarbamate). Yield: 69.0%. Reaction SMILES: [CH3:1][C:2]1([CH3:47])[CH2:10][C:9]2[N:8]([CH2:11][O:12][CH2:13][CH2:14][Si:15]([CH3:18])([CH3:17])[CH3:16])[N:7]=[C:6]([C:19]3[N:20]([CH2:39][O:40][CH2:41][CH2:42][Si:43]([CH3:46])([CH3:45])[CH3:44])[C:21]4[C:26]([CH:27]=3)=[CH:25][CH:24]=[C:23]([NH:28][C:29](=[O:38])[O:30][CH2:31][C:32]3[CH:37]=[CH:36][CH:35]=[CH:34][CH:33]=3)[CH:22]=4)[C:5]=2[CH2:4][CH2:3]1.[H-].[Na+].CI.[C:52](OCC)(=O)C>CN(C)C=O.O>[CH3:1][C:2]1([CH3:47])[CH2:10][C:9]2[N:8]([CH2:11][O:12][CH2:13][CH2:14][Si:15]([CH3:16])([CH3:17])[CH3:18])[N:7]=[C:6]([C:19]3[N:20]([CH2:39][O:40][CH2:41][CH2:42][Si:43]([CH3:45])([CH3:44])[CH3:46])[C:21]4[C:26]([CH:27]=3)=[CH:25][CH:24]=[C:23]([N:28]([CH3:52])[C:29](=[O:38])[O:30][CH2:31][C:32]3[CH:37]=[CH:36][CH:35]=[CH:34][CH:33]=3)[CH:22]=4)[C:5]=2[CH2:4][CH2:3]1 |f:1.2|. Procedure: Under an argon atmosphere, to a solution of benzyl (2-{6,6-dimethyl-1-[2-(trimethylsilyl)ethoxymethyl]-4,5,6,7-tetrahydro-1H-indazol-3-yl}-1-[2-(trimethylsilyl)ethoxymethyl]-1H-indol-6-yl)carbamate (3 g, 4.6 mmol) in N,N-dimethylformamide (30 ml) was added sodium hydride (219 mg, 5.5 mmol) under ice-cooling, and the mixture was stirred for 10 min. Then, to the reaction mixture was added methyl iodide (0.6 ml, 6.9 mmol), and the mixture was further stirred for 3 hr. To the reaction mixture were a...